From a dataset of the Open Reaction Database (ORD), a public repository of structured organic reaction records. describe an organic reaction: reactants, conditions, products, and yield RXN SMILES: [BH4-:26].[CH2:1]([CH3:2])[CH:3]([CH2:4][CH3:5])[NH:6][c:7]1[c:8]([CH3:25])[c:9]([O:14][c:15]2[c:16]([CH3:24])[cH:17][c:18]([CH:19]=[O:20])[cH:21][c:22]2[CH3:23])[n:10][c:11]([CH3:13])[cH:12]1.[CH3:28][OH:29].[Na+:27]>>[CH2:1]([CH3:2])[CH:3]([CH2:4][CH3:5])[NH:6][c:7]1[c:8]([CH3:25])[c:9]([O:14][c:15]2[c:16]([CH3:24])[cH:17][c:18]([CH2:19][OH:20])[cH:21][c:22]2[CH3:23])[n:10][c:11]([CH3:13])[cH:12]1. Product: CCC(CC)Nc1cc(C)nc(Oc2c(C)cc(CO)cc2C)c1C. The reactants are [BH4-], CCC(CC)Nc1cc(C)nc(Oc2c(C)cc(C=O)cc2C)c1C, CO, [Na+]. Starting materials: O=C([O-])[O-], C1COCCO1, [Cs+], [Cs+], CN1C(=O)C2(CC(c3ccccc3)Oc3ccc(Br)cc32)N=C1N, OCc1ccc(B(O)O)cc1, Cl[Pd]Cl, c1ccc(P(c2ccccc2)c2ccccc2)cc1, c1ccc(P(c2ccccc2)c2ccccc2)cc1. The product is CN1C(=O)C2(CC(c3ccccc3)Oc3ccc(-c4ccc(CO)cc4)cc32)N=C1N. RXN SMILES: [C:42](=[O:43])([O-:44])[O-:45].[CH2:36]1[O:37][CH2:38][CH2:39][O:40][CH2:41]1.[Cs+:46].[Cs+:47].[NH2:1][C:2]1=[N:22][C:5]2([C:4](=[O:23])[N:3]1[CH3:24])[CH2:6][CH:7]([c:16]1[cH:17][cH:18][cH:19][cH:20][cH:21]1)[O:8][c:9]1[cH:10][cH:11][c:12]([Br:15])[cH:13][c:14]12.[OH:25][CH2:26][c:27]1[cH:28][cH:29][c:30]([B:33]([OH:34])[OH:35])[cH:31][cH:32]1.[Pd:48]([Cl:49])[Cl:50].[c:51]1([P:52]([c:53]2[cH:54][cH:55][cH:56][cH:57][cH:58]2)[c:59]2[cH:60][cH:61][cH:62][cH:63][cH:64]2)[cH:65][cH:66][cH:67][cH:68][cH:69]1.[c:70]1([P:71]([c:72]2[cH:73][cH:74][cH:75][cH:76][cH:77]2)[c:78]2[cH:79][cH:80][cH:81][cH:82][cH:83]2)[cH:84][cH:85][cH:86][cH:87][cH:88]1>>[NH2:1][C:2]1=[N:22][C:5]2([C:4](=[O:23])[N:3]1[CH3:24])[CH2:6][CH:7]([c:16]1[cH:17][cH:18][cH:19][cH:20][cH:21]1)[O:8][c:9]1[cH:10][cH:11][c:12](-[c:30]3[cH:29][cH:28][c:27]([CH2:26][OH:25])[cH:32][cH:31]3)[cH:13][c:14]12. The reactants are C(C)(C)(C)OC(=O)C=1N(C2=CC(=CC(=C2C1C(O)C1CN(N(C1=O)C(=O)OC(C)(C)C)C1C2CC3CC(CC1C3)C2)Cl)Cl)C(=O)OC(C)(C)C (4,6-dichloro-3-[(5-oxo-2-(2-adamantyl)-1-tert-butoxycarbonyl-pyrazolidin-4yl)-hydroxymethyl]1tert-butoxycarbonyl-1H-indole-2-carboxylic acid-tert-butyl ester), O.[OH-].[Li+] (lithium hydroxide monohydrate). The solvent is C(C)O (ethanol). Conditions: time 30 minute. The product is ClC1=C2C(=C(NC2=CC(=C1)Cl)C(=O)O)/C=C\1/C(NCCC1)=O ((E)-4,6-dichloro-3-(2-oxo-1-piperidin-3-ylidenemethyl)-1H-indole-2-carboxylic acid). Isolated yield 176.8%. As a reaction SMILES: C([O:5][C:6]([C:8]1[N:9](C(OC(C)(C)C)=O)[C:10]2[C:15]([C:16]=1[CH:17]([CH:19]1[C:23](=O)N(C(OC(C)(C)C)=O)[N:21]([CH:32]3C4CC5CC(C[CH:33]3C5)C4)[CH2:20]1)O)=[C:14]([Cl:42])[CH:13]=[C:12]([Cl:43])[CH:11]=2)=[O:7])(C)(C)C.[OH2:51].[OH-].[Li+]>C(O)C>[Cl:42][C:14]1[CH:13]=[C:12]([Cl:43])[CH:11]=[C:10]2[C:15]=1[C:16](/[CH:17]=[C:19]1/[C:20](=[O:51])[NH:21][CH2:32][CH2:33][CH2:23]/1)=[C:8]([C:6]([OH:5])=[O:7])[NH:9]2 |f:1.2.3|. Reported procedure: Example 4 (490 mg) and lithium hydroxide monohydrate (200 mg) were dissolved in ethanol (95%) (20 ml) and the resulting solution refluxed for 1.5 h. The solvent was evaporated and the residue treated at 50° with 6 M hydrochloric acid for 30 min, then at room temperature for further 30 min. The resulting white solid was filtered, washed and vacuum dried to yield the title compound (400 mg) as a white solid. Starting materials: [N-]=[N+]=[N-].[Na+] (sodium azide), C1(=CC=CC=C1)C (toluene), O (water), FC1=C(C(=O)OCC)C=CC(=C1C)F (ethyl 2,4-difluoro-3-methylbenzoate). Solvent: CS(=O)C (dimethyl sulfoxide). Yields the product N(=[N+]=[N-])C1=C(C(=C(C(=O)OCC)C=C1)F)C (ethyl 4-azido-2-fluoro-3-methylbenzoate). Isolated yield 42.4%. Reaction SMILES: [F:1][C:2]1[C:12]([CH3:13])=[C:11](F)[CH:10]=[CH:9][C:3]=1[C:4]([O:6][CH2:7][CH3:8])=[O:5].[N-:15]=[N+:16]=[N-:17].[Na+].C1(C)C=CC=CC=1.O>CS(C)=O>[N:15]([C:11]1[CH:10]=[CH:9][C:3]([C:4]([O:6][CH2:7][CH3:8])=[O:5])=[C:2]([F:1])[C:12]=1[CH3:13])=[N+:16]=[N-:17] |f:1.2|. Procedure: In 47 ml of dimethyl sulfoxide was dissolved 4.65 g of ethyl 2,4-difluoro-3-methylbenzoate, followed by adding thereto 3.32 g of sodium azide, and the resulting mixture was stirred at 70° C. for 20 hours. The reaction mixture was cooled to room temperature and then added to a mixed solvent of 150 ml of toluene and 150 ml of water, and the organic layer was separated. The organic layer obtained was washed with water and then a saturated aqueous sodium chloride solution, dried over anhydrous magne... Starting materials: ClC1=C2C=C(C(=NC2=CC=C1)C1=CC(=CC=C1)F)C(C)O (1-(5-chloro-2-(3-fluorophenyl)quinolin-3-yl)ethanol), O1CCCC1 (tetrahydrofuran), C1(=CC=CC=C1)P(C1=CC=CC=C1)C1=CC=CC=C1 (triphenylphosphine), C1(C=2C(C(N1)=O)=CC=CC2)=O (phthalimide), N(=NC(=O)OC(C)C)C(=O)OC(C)C (diisopropyl azodicarboxylate). Procedure details: To a solution of 1-(5-chloro-2-(3-fluorophenyl)quinolin-3-yl)ethanol (0.9927 g, 3.290 mmol) in tetrahydrofuran (32.90 mL, 3.290 mmol) were added triphenylphosphine (2.589 g, 9.870 mmol), phthalimide (1.452 g, 9.870 mmol), and diisopropyl azodicarboxylate (1.943 mL, 9.870 mmol). The reaction mixture was stirred at room temperature. After 1.5 h, the mixture was concentrated under reduced pressure and partitioned between EtOAc (100 mL) and brine (100 mL). The organic layer was dried over Na2SO4, fi... Run at time 1.5 hour. Reaction SMILES: [Cl:1][C:2]1[CH:11]=[CH:10][CH:9]=[C:8]2[C:3]=1[CH:4]=[C:5]([CH:19](O)[CH3:20])[C:6]([C:12]1[CH:17]=[CH:16][CH:15]=[C:14]([F:18])[CH:13]=1)=[N:7]2.O1CCCC1.C1(P(C2C=CC=CC=2)C2C=CC=CC=2)C=CC=CC=1.[C:46]1(=[O:56])[NH:50][C:49](=[O:51])[C:48]2=[CH:52][CH:53]=[CH:54][CH:55]=[C:47]12.N(C(OC(C)C)=O)=NC(OC(C)C)=O>>[Cl:1][C:2]1[CH:11]=[CH:10][CH:9]=[C:8]2[C:3]=1[CH:4]=[C:5]([CH:19]([N:50]1[C:46](=[O:56])[C:47]3[C:48](=[CH:52][CH:53]=[CH:54][CH:55]=3)[C:49]1=[O:51])[CH3:20])[C:6]([C:12]1[CH:17]=[CH:16][CH:15]=[C:14]([F:18])[CH:13]=1)=[N:7]2. The product is ClC1=C2C=C(C(=NC2=CC=C1)C1=CC(=CC=C1)F)C(C)N1C(C2=CC=CC=C2C1=O)=O (2-(1-(5-chloro-2-(3-fluorophenyl)quinolin-3-yl)ethyl)isoindoline-1,3-dione). Reactants: CC(C)C[AlH]CC(C)C, Cc1ccccc1, O, Cc1ccc(S(=O)(=O)OCC2CCC(=O)O2)cc1. Product: Cc1ccc(S(=O)(=O)OCC2CCC(O)O2)cc1. As a reaction SMILES: [CH3:19][CH:20]([CH2:21][AlH:22][CH2:23][CH:24]([CH3:25])[CH3:26])[CH3:27].[CH3:29][c:30]1[cH:31][cH:32][cH:33][cH:34][cH:35]1.[OH2:28].[c:1]1([CH3:18])[cH:2][cH:3][c:4]([S:7](=[O:8])(=[O:9])[O:10][CH2:11][CH:12]2[CH2:13][CH2:14][C:15](=[O:17])[O:16]2)[cH:5][cH:6]1>>[c:1]1([CH3:18])[cH:2][cH:3][c:4]([S:7](=[O:8])(=[O:9])[O:10][CH2:11][CH:12]2[CH2:13][CH2:14][CH:15]([OH:17])[O:16]2)[cH:5][cH:6]1. The reactants are C([O-])([O-])=O.[Na+].[Na+] (sodium carbonate), C(C)(C)C1=CC=C(N)C=C1 (4-isopropylaniline), S(O)(O)(=O)=O (sulfuric acid), C(C)(=O)OC(C)=O (acetic anhydride), [N+](=O)(O)[O-] (nitric acid). Solvent: O (water), C(C)O (ethanol). The product is C(C)(C)C1=CC(=C(N)C=C1)[N+](=O)[O-] (4-isopropyl-2-nitroaniline). Reaction SMILES: [CH:1]([C:4]1[CH:10]=[CH:9][C:7]([NH2:8])=[CH:6][CH:5]=1)([CH3:3])[CH3:2].C(OC(=O)C)(=O)C.[N+:18]([O-])([OH:20])=[O:19].S(=O)(=O)(O)O.C(=O)([O-])[O-].[Na+].[Na+]>C(O)C.O>[CH:1]([C:4]1[CH:10]=[CH:9][C:7]([NH2:8])=[C:6]([N+:18]([O-:20])=[O:19])[CH:5]=1)([CH3:3])[CH3:2] |f:4.5.6|. Procedure details: 20.0 G. (0.148 moles) of 4-isopropylaniline is added with stirring to 75 ml. of acetic anhydride at from 20° to 45° C. The reaction mixture is stirred at 35° C. for 1 hour. 11 Ml. of fuming nitric acid (specific gravity 1.5) is added at a temperature of from 25° to 35° C. over a period of 20 minutes and stirred for 3 hours. The acid mixture is added to a mixture of 180 ml. of water, 45 ml. of concentrated sulfuric acid and 142 ml. of ethanol with stirring. The reaction mixture is stirred overnig... Starting materials: OC1=CC=C(C(=O)OCC)C=C1 (Ethyl 4-hydroxybenzoate), C(C)O (ethanol), BrCCCCCCCCCCC(CCCCOC1=CC=C(C=C1)Cl)=O (1-bromo-15-(4-chlorophenoxy)-pentadecan-11-one), C(C)O (ethanol), ClCCl (dichloromethane), [Na] (Sodium), C(C)O (ethanol). Reaction conditions: time 30 minute. Yields the product C(C)OC(=O)C1=C(OCCCCCCCCCCC(CCCCOC2=CC=C(C=C2)Cl)=O)C=CC=C1 (1-(ethoxycarbonylphenoxy)-15-(4-chlorophenoxy)-pentadecan-11-one). Yield: 33.0%. As a reaction SMILES: [Na].O[C:3]1[CH:13]=[CH:12][C:6]([C:7]([O:9][CH2:10][CH3:11])=[O:8])=[CH:5][CH:4]=1.Br[CH2:15][CH2:16][CH2:17][CH2:18][CH2:19][CH2:20][CH2:21][CH2:22][CH2:23][CH2:24][C:25](=[O:38])[CH2:26][CH2:27][CH2:28][CH2:29][O:30][C:31]1[CH:36]=[CH:35][C:34]([Cl:37])=[CH:33][CH:32]=1.ClCCl.C([OH:44])C>>[CH2:10]([O:9][C:7]([C:6]1[CH:12]=[CH:13][CH:3]=[CH:4][C:5]=1[O:44][CH2:15][CH2:16][CH2:17][CH2:18][CH2:19][CH2:20][CH2:21][CH2:22][CH2:23][CH2:24][C:25](=[O:38])[CH2:26][CH2:27][CH2:28][CH2:29][O:30][C:31]1[CH:36]=[CH:35][C:34]([Cl:37])=[CH:33][CH:32]=1)=[O:8])[CH3:11] |^1:0|. Procedure details: Sodium (0.69 g; 0.03 M.) was dissolved in absolute ethanol (30 ml.) with protection from atmospheric moisture. Ethyl 4-hydroxybenzoate (4.98 g; 0.03 M.) in absolute ethanol (20 ml.) was added and the mixture was stirred at room temperature for 30 minutes. A solution of 1-bromo-15-(4-chlorophenoxy)-pentadecan-11-one (8.62 g. 0.02 M.) in absolute ethanol (30 ml.) was added and the mixture was boiled under reflux with stirring for 8 hours. After cooling to room temperature dichloromethane (200 ml.)... The reactants are Example 410 ( c ), OC1=CC=C2C=CC=NC2=C1 (7-hydroxyquinoline), ClC1=NC=CC(=C1)C1=CC=C(C=C1)C(F)(F)F (2-chloro-4-(4-trifluoromethylphenyl) pyridine), [H-].[Na+] (NaH). The solvent is CN(C)C=O (DMF). Reaction conditions: temperature 155 celsius, time 10 minute. Yields the product FC(C1=CC=C(C=C1)C1=CC(=NC=C1)OC1=CC=C2C=CC=NC2=C1)(F)F (7-[4-(4-Trifluoromethyl-phenyl)-pyridin-2-yloxy]-quinoline). As a reaction SMILES: [OH:1][C:2]1[CH:11]=[C:10]2[C:5]([CH:6]=[CH:7][CH:8]=[N:9]2)=[CH:4][CH:3]=1.[H-].[Na+].Cl[C:15]1[CH:20]=[C:19]([C:21]2[CH:26]=[CH:25][C:24]([C:27]([F:30])([F:29])[F:28])=[CH:23][CH:22]=2)[CH:18]=[CH:17][N:16]=1>CN(C=O)C>[F:30][C:27]([F:28])([F:29])[C:24]1[CH:23]=[CH:22][C:21]([C:19]2[CH:20]=[CH:15][N:16]=[C:17]([O:1][C:2]3[CH:11]=[C:10]4[C:5]([CH:6]=[CH:7][CH:8]=[N:9]4)=[CH:4][CH:3]=3)[CH:18]=2)=[CH:26][CH:25]=1 |f:1.2|. Procedure: To an oven-dried, 50-mL, round-bottomed flask were added 7-hydroxyquinoline (Aldrich) (87 mg, 0.6 mmol) and DMF (1 mL). The solution was place under nitrogen, and NaH (24 mg, 0.6 mmol) was added in one portion. After stirring for 10 min, 2-chloro-4-(4-trifluoromethylphenyl) pyridine (Example 410 (c), 129 mg, 0.5 mmol) was added. The reaction mixture was heated in a 155° C. oil bath for 72 h. After cooling to room temperature, the reaction mixture was partitioned between EtOAc and brine. The aque... Reactants: C=CCN, N#Cc1ccc(F)cc1C(F)(F)F. The product is C=CCNc1ccc(C#N)c(C(F)(F)F)c1. As a reaction SMILES: [CH2:14]([CH:15]=[CH2:16])[NH2:17].[F:1][c:2]1[cH:3][c:4]([C:10]([F:11])([F:12])[F:13])[c:5]([C:6]#[N:7])[cH:8][cH:9]1>>[c:2]1([NH:17][CH2:14][CH:15]=[CH2:16])[cH:3][c:4]([C:10]([F:11])([F:12])[F:13])[c:5]([C:6]#[N:7])[cH:8][cH:9]1.